From a dataset of the Open Reaction Database (ORD), a public repository of structured organic reaction records. describe an organic reaction: reactants, conditions, products, and yield The reactants are CC1(C)CN(Cc2ccccc2)CCC1=O, CO, [H][H]. Product: CC1(C)CNCCC1=O. As a reaction SMILES: [CH2:1]([c:2]1[cH:3][cH:4][cH:5][cH:6][cH:7]1)[N:8]1[CH2:9][C:10]([CH3:15])([CH3:16])[C:11](=[O:14])[CH2:12][CH2:13]1.[CH3:19][OH:20].[H:17][H:18]>>[NH:8]1[CH2:9][C:10]([CH3:15])([CH3:16])[C:11](=[O:14])[CH2:12][CH2:13]1. Reactants: C1(=CC=CC=C1)C1=CC(=C(C(=O)OC(C)(C)C)C=C1)NS(=O)(=O)\C=C\C1=CC=CC=C1 (tert-butyl 4-phenyl-2-(((E)-2-phenylvinyl) sulfonamido)benzoate). The solvent is FC(C(=O)O)(F)F (trifluoroacetic acid). Reaction conditions: time 2 hour. Yields the product C1(=CC=CC=C1)C1=CC(=C(C(=O)O)C=C1)NS(=O)(=O)\C=C\C1=CC=CC=C1 (4-phenyl-2-(((E)-2-phenylvinyl)sulfonamido)benzoic acid). As a reaction SMILES: [C:1]1([C:7]2[CH:19]=[CH:18][C:10]([C:11]([O:13]C(C)(C)C)=[O:12])=[C:9]([NH:20][S:21](/[CH:24]=[CH:25]/[C:26]3[CH:31]=[CH:30][CH:29]=[CH:28][CH:27]=3)(=[O:23])=[O:22])[CH:8]=2)[CH:6]=[CH:5][CH:4]=[CH:3][CH:2]=1>FC(F)(F)C(O)=O>[C:1]1([C:7]2[CH:19]=[CH:18][C:10]([C:11]([OH:13])=[O:12])=[C:9]([NH:20][S:21](/[CH:24]=[CH:25]/[C:26]3[CH:27]=[CH:28][CH:29]=[CH:30][CH:31]=3)(=[O:23])=[O:22])[CH:8]=2)[CH:2]=[CH:3][CH:4]=[CH:5][CH:6]=1. Procedure details: 10 mL of trifluoroacetic acid was added to the obtained tert-butyl 4-phenyl-2-(((E)-2-phenylvinyl) sulfonamido)benzoate and stirred at room temperature for 2 hours. The solvent: was evaporated under reduced pressure and diisopropyl ether was added to the obtained residue and a solid substance was separated by filtration to obtain 26 mg of 4-phenyl-2-(((E)-2-phenylvinyl)sulfonamido)benzoic acid as white solid. The reactants are [H-].C(C(C)C)[Al+]CC(C)C (diisobutylaluminiumhydride), NC1=C2C(C(=O)NC2=O)=C(C=C1)Br (3-Amino-6-bromophthalimide), O (water). Solvent: C1CCOC1 (THF). Run at time 1.5 hour. Product: NC=1C=CC(=C2C(NC(C12)=O)O)Br (7-amino-4-bromo-3-hydroxyisoindolinone). Isolated yield 72.1%. As a reaction SMILES: [NH2:1][C:2]1[CH:12]=[CH:11][C:10]([Br:13])=[C:4]2[C:5]([NH:7][C:8](=[O:9])[C:3]=12)=[O:6].[H-].C([Al+]CC(C)C)C(C)C.O>C1COCC1>[NH2:1][C:2]1[CH:12]=[CH:11][C:10]([Br:13])=[C:4]2[C:3]=1[C:8](=[O:9])[NH:7][CH:5]2[OH:6] |f:1.2|. Reported procedure: 3-Amino-6-bromophthalimide (3.10 g, 12.9 mmol) was dissolved in THF (240 mL), and the solution was added with diisobutylaluminiumhydride (0.94 mol/L, 68.6 mL, 64.5 mmol) by drops at −78° C. for 25 minutes, then the reaction mixture was warmed to room temperature, followed by stirring for 1.5 hours. Then, the reaction mixture was ice-cooled, added with water and filtered using Celite. The filtrate was extracted with ethyl acetate. The organic layer was dried over anhydrous sodium sulfate. The sol... Starting materials: COC(=O)c1ccc(N(C)CCc2c(CCN=[N+]=[N-])n(C(c3ccccc3)c3ccccc3)c3ccc(Cl)cc23)cc1, CO. The product is COC(=O)c1ccc(N(C)CCc2c(CCN)n(C(c3ccccc3)c3ccccc3)c3ccc(Cl)cc23)cc1. Reaction SMILES: [CH3:1][O:2][C:3]([c:4]1[cH:5][cH:6][c:7]([N:10]([CH3:11])[CH2:12][CH2:13][c:14]2[c:15]([CH2:37][CH2:38][N:39]=[N+:40]=[N-:41])[n:16]([CH:24]([c:25]3[cH:26][cH:27][cH:28][cH:29][cH:30]3)[c:31]3[cH:32][cH:33][cH:34][cH:35][cH:36]3)[c:17]3[cH:18][cH:19][c:20]([Cl:23])[cH:21][c:22]23)[cH:8][cH:9]1)=[O:42].[CH3:43][OH:44]>>[CH3:1][O:2][C:3]([c:4]1[cH:5][cH:6][c:7]([N:10]([CH3:11])[CH2:12][CH2:13][c:14]2[c:15]([CH2:37][CH2:38][NH2:39])[n:16]([CH:24]([c:25]3[cH:26][cH:27][cH:28][cH:29][cH:30]3)[c:31]3[cH:32][cH:33][cH:34][cH:35][cH:36]3)[c:17]3[cH:18][cH:19][c:20]([Cl:23])[cH:21][c:22]23)[cH:8][cH:9]1)=[O:42]. Starting materials: ClC1=C2C=NNC2=CC=C1 (4-chloroindazole), [H-].[Na+] (Sodium hydride), C1(=C(C(=CC(=C1)C)C)S(=O)(=O)ON)C (O-mesitylenesulfonylhydroxylamine), C1(=C(C(=CC(=C1)C)C)S(=O)(=O)ON)C (O-mesitylenesulfonylhydroxylamine), O (water). The solvent is O1CCCC1 (THF), O1CCCC1 (THF), O1CCCC1 (THF), O1CCCC1 (tetrahydrofuran). Run at temperature 0 celsius, time 30 minute. Yields the product ClC1=C2C=NN(C2=CC=C1)N (4-Chloro-indazol-1-ylamine). Yield: 103.8%. RXN SMILES: [H-].[Na+].[Cl:3][C:4]1[CH:12]=[CH:11][CH:10]=[C:9]2[C:5]=1[CH:6]=[N:7][NH:8]2.C1(C)C=C(C)C=C(C)C=1S(O[NH2:25])(=O)=O.O>O1CCCC1>[Cl:3][C:4]1[CH:12]=[CH:11][CH:10]=[C:9]2[C:5]=1[CH:6]=[N:7][N:8]2[NH2:25] |f:0.1|. Procedure details: Sodium hydride (60 % wt suspension in mineral oil; 0.33 g, 8.3 mmol) is suspended in dry tetrahydrofuran (THF, 10 mL) and is cooled to 0° C. A mixture of 4-chloroindazole (1.05 g, 6.9 mmol) and THF (10 mL) is added to the slurry at 4° C. After the addition is completed, the mixture is stirred for 30 min. Then a mixture of O-mesitylenesulfonylhydroxylamine (1.25 g, 7 mmol) and THF (10 mL) is added slowly, at a temperature below 5° C. After the addition is completed, the reaction mixture is allowe... Procedure details: 9-bromo-2-hydroxy-5-methyl-4H-pyrido[3,2,1-jk]carbazole-4-one (250 mg) produced in Example 114 was suspended in dimethyl sulfoxide (10 ml), and potassium carbonate (315 mg) was added to the suspension. After stirring at room temperature for 30 minutes, 3-picolylchloride (137 mg) was added to the suspension. After stirring at room temperature for 12 hours, the reaction mixture was poured into ice water (100 ml) and the crystals precipitated were recovered by filtration. The thus obtained crude cr... Starting materials: BrC1=CC=2N3C4=C(C=C(C=C4C2C=C1)O)C(C(=C3)C)=O (9-bromo-2-hydroxy-5-methyl-4H-pyrido[3,2,1-jk]carbazole-4-one), ice water, C([O-])([O-])=O.[K+].[K+] (potassium carbonate), N1=CC(=CC=C1)CCl (3-picolylchloride). Run in CS(=O)C (dimethyl sulfoxide). Yield: 78.3%. The product is BrC1=CC=2N3C4=C(C=C(C=C4C2C=C1)OCC=1C=NC=CC1)C(C(=C3)C)=O (9-bromo-5-methyl-2-(3-pyridylmethyloxy)-4H-pyrido[3,2,1-jk]carbazole-4-one). RXN SMILES: [Br:1][C:2]1[CH:14]=[CH:13][C:12]2[C:11]3[C:6]4=[C:7]([C:16](=[O:20])[C:17]([CH3:19])=[CH:18][N:5]4[C:4]=2[CH:3]=1)[CH:8]=[C:9]([OH:15])[CH:10]=3.C(=O)([O-])[O-].[K+].[K+].[N:27]1[CH:32]=[CH:31][CH:30]=[C:29]([CH2:33]Cl)[CH:28]=1>CS(C)=O>[Br:1][C:2]1[CH:14]=[CH:13][C:12]2[C:11]3[C:6]4=[C:7]([C:16](=[O:20])[C:17]([CH3:19])=[CH:18][N:5]4[C:4]=2[CH:3]=1)[CH:8]=[C:9]([O:15][CH2:33][C:29]1[CH:28]=[N:27][CH:32]=[CH:31][CH:30]=1)[CH:10]=3 |f:1.2.3|. Run at time 30 minute.